This data is from the Open Reaction Database (ORD), a public repository of structured organic reaction records. The task is: describe an organic reaction: reactants, conditions, products, and yield Starting materials: CC1CCC(Br)c2ncc(C(=O)O)c(=O)n21, CC#N, Nc1ccccc1, O. Product: CC1CCC(Nc2ccccc2)c2ncc(C(=O)O)c(=O)n21. As a reaction SMILES: [Br:1][CH:2]1[CH2:3][CH2:4][CH:5]([CH3:16])[n:6]2[c:7]1[n:8][cH:9][c:10]([C:13](=[O:14])[OH:15])[c:11]2=[O:12].[CH3:17][C:18]#[N:19].[NH2:20][c:21]1[cH:22][cH:23][cH:24][cH:25][cH:26]1.[OH2:27]>>[CH:2]1([NH:20][c:21]2[cH:22][cH:23][cH:24][cH:25][cH:26]2)[CH2:3][CH2:4][CH:5]([CH3:16])[n:6]2[c:7]1[n:8][cH:9][c:10]([C:13](=[O:14])[OH:15])[c:11]2=[O:12]. Starting materials: CS(=O)(=O)C(C(=O)C)=CC=1C=[N+](C=CC1)[O-] (1-methylsulphonyl-1-(1-oxido-3-pyridylmethylene)-acetone), COC(\C=C(\C)/N)=O (3-aminocrotonic acid methyl ester). The solvent is C(C)O (ethanol). Yields the product COC(=O)C1=C(NC(=C(C1C=1C=[N+](C=CC1)[O-])S(=O)(=O)C)C)C (2,6-dimethyl-5-methylsulphonyl-4-(1-oxido-3-pyridyl)-1,4-dihydropyridine-3-carboxylic acid methyl ester). Reaction SMILES: [CH3:1][S:2]([C:5](=[CH:9][C:10]1[CH:11]=[N+:12]([O-:16])[CH:13]=[CH:14][CH:15]=1)[C:6]([CH3:8])=O)(=[O:4])=[O:3].[CH3:17][O:18][C:19](=[O:24])/[CH:20]=[C:21](\[NH2:23])/[CH3:22]>C(O)C>[CH3:17][O:18][C:19]([C:20]1[CH:9]([C:10]2[CH:11]=[N+:12]([O-:16])[CH:13]=[CH:14][CH:15]=2)[C:5]([S:2]([CH3:1])(=[O:4])=[O:3])=[C:6]([CH3:8])[NH:23][C:21]=1[CH3:22])=[O:24]. Procedure: A mixture of 22.5 g of 1-methylsulphonyl-1-(1-oxido-3-pyridylmethylene)-acetone, 16.5 g of 3-aminocrotonic acid methyl ester and 45 g of molecular sieve (Union Carbide, 3 Å) in 250 ml of absolute ethanol is boiled under reflux for 18 hours. The resulting suspension is filtered, the filter residue is washed with chloroform and the filtrate is concentrated by evaporation under reduced pressure. The oily residue is dried by the addition of toluene and renewed concentration by evaporation under redu... The reactants are S(O)(O)(=O)=O (sulfuric acid), [H-].[Al+3].[Li+].[H-].[H-].[H-] (Lithium aluminium hydride), C(C)OCC (diethyl ether), CC1(C(C(CCCC1)(C)C)=O)C (2,2,7,7-tetramethylcycloheptanone), C(C)OCC (diethyl ether). Solvent: O (water). Yields the product CC1(C(C(CCCC1)(C)C)O)C (2,2,7,7-tetramethylcycloheptan-1-ol). Isolated yield 98.2%. Reaction SMILES: [H-].[Al+3].[Li+].[H-].[H-].[H-].C(OCC)C.[CH3:12][C:13]1([CH3:23])[CH2:19][CH2:18][CH2:17][CH2:16][C:15]([CH3:21])([CH3:20])[C:14]1=[O:22].S(=O)(=O)(O)O>O>[CH3:12][C:13]1([CH3:23])[CH2:19][CH2:18][CH2:17][CH2:16][C:15]([CH3:21])([CH3:20])[CH:14]1[OH:22] |f:0.1.2.3.4.5|. Procedure: Lithium aluminium hydride (3.80 g, 0.1 mole) and dried diethyl ether (100 ml) were added to a one liter four-necked flask equipped with a mechanical stirrer, a dropping funnel, a thermometer, a reflux condenser and a calcium chloride tube and stirred at room temperature. A mixed solution of 2,2,7,7-tetramethylcycloheptanone (33.66 g, 0.2 moles)/dried diethyl ether (60 ml) was dropped into the mixture in 1 hour while stirring at room temperature. The mixture was stirred at room temperature for 1 ... Starting materials: NC1=C(C2=C(N(C(C(CC2)NC(CN(C)C)=O)=O)CC)C=C1)OC (N-(7-Amino-1-ethyl-6-methoxy-2-oxo-2,3,4,5-tetrahydro-1H-benzo[b]azepin-3-yl)-2-dimethylamino-acetamide), ClC1=NC=C(C(=N1)NC1=C(C=CC=C1)S(=O)(=O)N(C)C)Cl (2-(2,5-Dichloro-pyrimidin-4-ylamino)-N,N-dimethyl-benzenesulfonamide), C(=O)(C(F)(F)F)O (TFA). The product is ClC=1C(=NC(=NC1)NC1=C(C2=C(N(C(C(CC2)NC(CN(C)C)=O)=O)CC)C=C1)OC)NC1=C(C=CC=C1)S(N(C)C)(=O)=O (N-{7-[5-Chloro-4-(2-dimethylsulfamoyl-phenylamino)-pyrimidin-2-ylamino]-1-ethyl-6-methoxy-2-oxo-2,3,4,5-tetrahydro-1H-benzo[b]azepin-3-yl}-2-dimethylamino-acetamide). RXN SMILES: [NH2:1][C:2]1[CH:22]=[CH:21][C:5]2[N:6]([CH2:19][CH3:20])[C:7](=[O:18])[CH:8]([NH:11][C:12](=[O:17])[CH2:13][N:14]([CH3:16])[CH3:15])[CH2:9][CH2:10][C:4]=2[C:3]=1[O:23][CH3:24].Cl[C:26]1[N:31]=[C:30]([NH:32][C:33]2[CH:38]=[CH:37][CH:36]=[CH:35][C:34]=2[S:39]([N:42]([CH3:44])[CH3:43])(=[O:41])=[O:40])[C:29]([Cl:45])=[CH:28][N:27]=1.C(O)(C(F)(F)F)=O>>[Cl:45][C:29]1[C:30]([NH:32][C:33]2[CH:38]=[CH:37][CH:36]=[CH:35][C:34]=2[S:39](=[O:41])(=[O:40])[N:42]([CH3:43])[CH3:44])=[N:31][C:26]([NH:1][C:2]2[CH:22]=[CH:21][C:5]3[N:6]([CH2:19][CH3:20])[C:7](=[O:18])[CH:8]([NH:11][C:12](=[O:17])[CH2:13][N:14]([CH3:15])[CH3:16])[CH2:9][CH2:10][C:4]=3[C:3]=2[O:23][CH3:24])=[N:27][CH:28]=1. Procedure: Following a procedure analogous to Example 113, N-(7-Amino-1-ethyl-6-methoxy-2-oxo-2,3,4,5-tetrahydro-1H-benzo[b]azepin-3-yl)-2-dimethylamino-acetamide (50 mgs) and 2-(2,5-Dichloro-pyrimidin-4-ylamino)-N,N-dimethyl-benzenesulfonamide was converted to the title compound as the TFA salt (24 mgs). 1H NMR (400 MHz, (CD3)2SO) δ 9.44 (s, 1H), 8.94 (d, J=7.3 Hz, 1H), 8.77 (s, 1H), 8.54 (d, J=7.6 Hz, 1H), 8.30 (s, 1H), 7.79 (d, J=8.1 Hz, 1H), 7.70 (d, J=8.6 Hz, 1H), 7.59 (t, J=7.9 Hz, 1H), 7.31 (t, J=7.... Starting materials: NCCNC(=O)C1=NC(=C2N=CN(C2=N1)[C@@H]1O[C@@H]([C@H]([C@H]1O)O)C(=O)NCC)NCC(C1=CC=CC=C1)C1=CC=CC=C1 (N-(2-aminoethyl)-6-[(2,2-diphenylethyl)amino]-9-{(2R,3R,4S,5S)-5-[(ethylamino)carbonyl]-3,4-dihydroxytetrahydro-2-furanyl}-9H-purine-2-carboxamide), N1=C(C=CC=C1)N1CCC(CC1)NC(=O)N1C=NC=C1 (N-[1-(2-pyridinyl)-4-piperidinyl]-1H-imidazole-1-carboxamide). The product is C1(=CC=CC=C1)C(CNC1=C2N=CN(C2=NC(=N1)C(=O)NCCNC(=O)NC1CCN(CC1)C1=NC=CC=C1)[C@@H]1O[C@@H]([C@H]([C@H]1O)O)C(=O)NCC)C1=CC=CC=C1 (6-[(2,2-Diphenylethyl)amino]-9-{(2R,3R,4S,5S)-5-[(ethylamino)carbonyl]-3,4-dihydroxytetrahydro-2-furanyl]-N-{2-[({[1-(2-pyridinyl)-4-piperidinyl]amino}carbonyl)amino]ethyl}-9H-purine-2-carboxamide). RXN SMILES: [NH2:1][CH2:2][CH2:3][NH:4][C:5]([C:7]1[N:15]=[C:14]2[C:10]([N:11]=[CH:12][N:13]2[C@H:16]2[C@H:20]([OH:21])[C@H:19]([OH:22])[C@@H:18]([C:23]([NH:25][CH2:26][CH3:27])=[O:24])[O:17]2)=[C:9]([NH:28][CH2:29][CH:30]([C:37]2[CH:42]=[CH:41][CH:40]=[CH:39][CH:38]=2)[C:31]2[CH:36]=[CH:35][CH:34]=[CH:33][CH:32]=2)[N:8]=1)=[O:6].[N:43]1[CH:48]=[CH:47][CH:46]=[CH:45][C:44]=1[N:49]1[CH2:54][CH2:53][CH:52]([NH:55][C:56](N2C=CN=C2)=[O:57])[CH2:51][CH2:50]1>>[C:31]1([CH:30]([C:37]2[CH:42]=[CH:41][CH:40]=[CH:39][CH:38]=2)[CH2:29][NH:28][C:9]2[N:8]=[C:7]([C:5]([NH:4][CH2:3][CH2:2][NH:1][C:56]([NH:55][CH:52]3[CH2:51][CH2:50][N:49]([C:44]4[CH:45]=[CH:46][CH:47]=[CH:48][N:43]=4)[CH2:54][CH2:53]3)=[O:57])=[O:6])[N:15]=[C:14]3[C:10]=2[N:11]=[CH:12][N:13]3[C@H:16]2[C@H:20]([OH:21])[C@H:19]([OH:22])[C@@H:18]([C:23]([NH:25][CH2:26][CH3:27])=[O:24])[O:17]2)[CH:36]=[CH:35][CH:34]=[CH:33][CH:32]=1. Reported procedure: Prepared from N-(2-aminoethyl)-6-[(2,2-diphenylethyl)amino]-9-{(2R,3R,4S,5S)-5-[(ethylamino)carbonyl]-3,4-dihydroxytetrahydro-2-furanyl}-9H-purine-2-carboxamide (Preparation 10) and N-[1-(2-pyridinyl)-4-piperidinyl]-1H-imidazole-1-carboxamide (Preparation 30) by a similar method to Example 1. As a reaction SMILES: [C:1]([CH3:2])([CH3:3])([CH3:4])[O:5][C:6](=[O:7])[N:8]1[CH2:9][CH2:10][C:11]([c:14]2[cH:15][cH:16][cH:17][cH:18][cH:19]2)([OH:20])[CH2:12][CH2:13]1.[CH3:26][N:27]([CH3:28])[CH:29]=[O:30].[CH3:31][CH2:32][O:33][C:34](=[O:35])[CH3:36].[H-:21].[I:23][CH3:24].[Na+:22].[OH2:25]>>[C:1]([CH3:2])([CH3:3])([CH3:4])[O:5][C:6](=[O:7])[N:8]1[CH2:9][CH2:10][C:11]([c:14]2[cH:15][cH:16][cH:17][cH:18][cH:19]2)([O:20][CH3:24])[CH2:12][CH2:13]1. Starting materials: CC(C)(C)OC(=O)N1CCC(O)(c2ccccc2)CC1, CN(C)C=O, CCOC(C)=O, [H-], CI, [Na+], O. The product is COC1(c2ccccc2)CCN(C(=O)OC(C)(C)C)CC1. Reactants: CN(C)CCN1CCN(C(=O)c2sc(C(C)(C)C)cc2[N+](=O)[O-])C(C)(C)C1=O, CO, O, O, Cl[Sn](Cl)(Cl)Cl. The product is CN(C)CCN1CCN(C(=O)c2sc(C(C)(C)C)cc2N)C(C)(C)C1=O. Reaction SMILES: [C:1]([CH3:2])([CH3:3])([CH3:4])[c:5]1[s:6][c:7]([C:13](=[O:14])[N:15]2[C:16]([CH3:27])([CH3:28])[C:17](=[O:26])[N:18]([CH2:21][CH2:22][N:23]([CH3:24])[CH3:25])[CH2:19][CH2:20]2)[c:8]([N+:10]([O-:11])=[O:12])[cH:9]1.[CH3:36][OH:37].[OH2:29].[OH2:30].[Sn:31]([Cl:32])([Cl:33])([Cl:34])[Cl:35]>>[C:1]([CH3:2])([CH3:3])([CH3:4])[c:5]1[s:6][c:7]([C:13](=[O:14])[N:15]2[C:16]([CH3:27])([CH3:28])[C:17](=[O:26])[N:18]([CH2:21][CH2:22][N:23]([CH3:24])[CH3:25])[CH2:19][CH2:20]2)[c:8]([NH2:10])[cH:9]1.